The task is: describe an organic reaction: reactants, conditions, products, and yield. This data is from the Open Reaction Database (ORD), a public repository of structured organic reaction records. The reactants are FC1=C(C(=C(C=C1OC)OC)F)C1=NC=C2C(=N1)NN=C2I (6-(2,6-difluoro-3,5-dimethoxyphenyl)-3-iodo-1H-pyrazolo[3,4-d]pyrimidine), CN(CCN1C(C2=CC=C(C=C2C1)B1OC(C(O1)(C)C)(C)C)=O)C (2-[2-(dimethylamino)ethyl]-5-(4,4,5,5-tetramethyl-1,3,2-dioxaborolan-2-yl)isoindolin-1-one). Yields the product FC1=C(C(=C(C=C1OC)OC)F)C1=NC=C2C(=N1)NN=C2C=2C=C1CN(C(C1=CC2)=O)CCN(C)C (5-[6-(2,6-Difluoro-3,5-dimethoxyphenyl)-1H-pyrazolo[3,4-d]pyrimidin-3-yl]-2-[2-(dimethylamino)ethyl]isoindolin-1-one). Reaction SMILES: [F:1][C:2]1[C:7]([O:8][CH3:9])=[CH:6][C:5]([O:10][CH3:11])=[C:4]([F:12])[C:3]=1[C:13]1[N:18]=[C:17]2[NH:19][N:20]=[C:21](I)[C:16]2=[CH:15][N:14]=1.[CH3:23][N:24]([CH3:46])[CH2:25][CH2:26][N:27]1[CH2:35][C:34]2[C:29](=[CH:30][CH:31]=[C:32](B3OC(C)(C)C(C)(C)O3)[CH:33]=2)[C:28]1=[O:45]>>[F:1][C:2]1[C:7]([O:8][CH3:9])=[CH:6][C:5]([O:10][CH3:11])=[C:4]([F:12])[C:3]=1[C:13]1[N:18]=[C:17]2[NH:19][N:20]=[C:21]([C:32]3[CH:33]=[C:34]4[C:29](=[CH:30][CH:31]=3)[C:28](=[O:45])[N:27]([CH2:26][CH2:25][N:24]([CH3:46])[CH3:23])[CH2:35]4)[C:16]2=[CH:15][N:14]=1. Procedure: This compound was prepared by using procedures analogous to those described for the synthesis of Example 4, Step 2 starting from 6-(2,6-difluoro-3,5-dimethoxyphenyl)-3-iodo-1H-pyrazolo[3,4-d]pyrimidine and 2-[2-(dimethylamino)ethyl]-5-(4,4,5,5-tetramethyl-1,3,2-dioxaborolan-2-yl)isoindolin-1-one. LCMS (M+H)+=495.1.